This data is from the Open Reaction Database (ORD), a public repository of structured organic reaction records. The task is: describe an organic reaction: reactants, conditions, products, and yield Reactants: 5a, FC=1C(=NC=CC1)C=O (3-fluoropyridine-2-carbaldehyde), [Na+].C1(=CC=CC=C1)S(=O)[O-] (benzene sulfinic acid sodium salt). Yields the product C1(=CC=CC=C1)S(=O)(=O)C=1C(=NC=CC1)C=O (3-benzenesulfonylpyridine-2-carbaldehyde). RXN SMILES: F[C:2]1[C:3]([CH:8]=[O:9])=[N:4][CH:5]=[CH:6][CH:7]=1.[Na+].[C:11]1([S:17]([O-:19])=[O:18])[CH:16]=[CH:15][CH:14]=[CH:13][CH:12]=1>>[C:11]1([S:17]([C:2]2[C:3]([CH:8]=[O:9])=[N:4][CH:5]=[CH:6][CH:7]=2)(=[O:19])=[O:18])[CH:16]=[CH:15][CH:14]=[CH:13][CH:12]=1 |f:1.2|. Procedure details: The title compound was prepared by the method of Preparation 5a using 3-fluoropyridine-2-carbaldehyde and benzene sulfinic acid sodium salt.